From a dataset of the Open Reaction Database (ORD), a public repository of structured organic reaction records. describe an organic reaction: reactants, conditions, products, and yield Starting materials: C(C)OC(=O)[C@@H]1[C@H](O1)C(=O)O ((2S,3S)-3-ethoxycarbonyloxirane-2-carboxylic acid), C1(CCCCC1)N=C=NC1CCCCC1 (N,N'-dicyclohexylcarbodiimide), C(C1=CC=CC=C1)C(CC1=CC=CC=C1)N (α-benzylphenethylamine). Product: C(C1=CC=CC=C1)C(CC1=CC=CC=C1)NC(=O)[C@@H]1[C@H](O1)C(=O)OCC (Ethyl (2S,3S)-3-[(α-benzylphenethyl)carbamoyl]oxirane-2-carboxylate). Reaction SMILES: [CH2:1]([O:3][C:4]([C@H:6]1[O:8][C@@H:7]1[C:9]([OH:11])=O)=[O:5])[CH3:2].C1(N=C=NC2CCCCC2)CCCCC1.[CH2:27]([CH:34]([NH2:42])[CH2:35][C:36]1[CH:41]=[CH:40][CH:39]=[CH:38][CH:37]=1)[C:28]1[CH:33]=[CH:32][CH:31]=[CH:30][CH:29]=1>>[CH2:35]([CH:34]([NH:42][C:9]([C@H:7]1[O:8][C@@H:6]1[C:4]([O:3][CH2:1][CH3:2])=[O:5])=[O:11])[CH2:27][C:28]1[CH:33]=[CH:32][CH:31]=[CH:30][CH:29]=1)[C:36]1[CH:41]=[CH:40][CH:39]=[CH:38][CH:37]=1. Reported procedure: The reactions and treatments of Example 1 were repeated using (2S,3S)-3-ethoxycarbonyloxirane-2-carboxylic acid (1.01 g, 6.31 mmol.), N-hydroxysuccimide (726 mg, 6.31 mmol.), N,N'-dicyclohexylcarbodiimide (1.30 g, 6.31 mmol.), and α-benzylphenethylamine (1.43 g, 6.31 mmol.). Thus prepared product was purified by silica gel column chromatography (chloroform/methanol=50/1) to give the desired compound as a pale yellow oil (2.22 g, yield: quantitatively).